Dataset: the Open Reaction Database (ORD), a public repository of structured organic reaction records. Task: describe an organic reaction: reactants, conditions, products, and yield Starting materials: C(=O)([O-])[O-].[Na+].[Na+] (Na2CO3), CCO (EtOH), CO (MeOH), BrC1=NC2=C(N1[C@H]1[C@H](OC(C)=O)[C@H](OC(C)=O)[C@H](O1)C)C=C(C(=C2)Cl)Cl (2-Bromo-5,6-dichloro-1-(5-deoxy-2,3-di-O-acetyl-β-D-ribofuranosyl)benzimidazole). Run in CC(=O)O (AcOH), O (H2O). Run at time 2 hour. Yields the product BrC1=NC2=C(N1[C@H]1[C@H](O)[C@H](O)[C@H](O1)C)C=C(C(=C2)Cl)Cl (2-Bromo-5,6-dichloro-1-(5-deoxy-β-D-ribofuranosyl)-1H-benzimidazole). The yield is 53.9%. Reaction SMILES: C([O-])([O-])=O.[Na+].[Na+].CCO.CO.[Br:12][C:13]1[N:17]([C@@H:18]2[O:30][C@H:29]([CH3:31])[C@@H:24]([O:25]C(=O)C)[C@H:19]2[O:20]C(=O)C)[C:16]2[CH:32]=[C:33]([Cl:37])[C:34]([Cl:36])=[CH:35][C:15]=2[N:14]=1>O.CC(O)=O>[Br:12][C:13]1[N:17]([C@@H:18]2[O:30][C@H:29]([CH3:31])[C@@H:24]([OH:25])[C@H:19]2[OH:20])[C:16]2[CH:32]=[C:33]([Cl:37])[C:34]([Cl:36])=[CH:35][C:15]=2[N:14]=1 |f:0.1.2|. Procedure: To a stirred solution of Na2CO3 (0.325 g, 3 mmol) in H2O (10 mL), were added successively 45 mL of EtOH, 45 mL of MeOH, and 0.46 g (1 mmol) of 2b. Stirring was continued at room temperature for 2 h. The reaction mixture was neutralized with glacial AcOH and then concentrated to about 10 mL. The yellow, oily residue was triturated with H2O (10 mL) and the resulting yellow precipitate was collected by filtration. This precipitate was dissolved in EtOH, decolorized with charcoal, and recrystallized... Yields the product C(C)(=O)NC1CN(CC1=O)C(=O)OC(C)(C)C (tert-Butyl 3-(acetylamino)-4-oxopyrrolidine-1-carboxylate). Reaction conditions: time 8 hour. Procedure details: A solution of tert-butyl 3-(acetylamino)-4-hydroxypyrrolidine-1-carboxylate obtained in Step A (680 mg) in dichloromethane (8 mL) was treated with 1,1,1-tris(acetyloxy)-1,1-dihydro-1,2-benziodoxol-3-(1H)-one (1.77 g) and stirred overnight at room temperature. The solution was then evaporated and purified on a Biotage Horizon® system (silica, gradient 50-90% ethyl acetate in hexane) to yield the title compound. LC-MS 243.2 (M+1). Reactants: C(C)(=O)NC1CN(CC1O)C(=O)OC(C)(C)C (tert-Butyl 3-(acetylamino)-4-hydroxypyrrolidine-1-carboxylate), CC(=O)OI1(C2=CC=CC=C2C(=O)O1)(OC(=O)C)OC(=O)C (1,1,1-tris(acetyloxy)-1,1-dihydro-1,2-benziodoxol-3-(1H)-one). RXN SMILES: [C:1]([NH:4][CH:5]1[CH:9]([OH:10])[CH2:8][N:7]([C:11]([O:13][C:14]([CH3:17])([CH3:16])[CH3:15])=[O:12])[CH2:6]1)(=[O:3])[CH3:2].CC(OI1(OC(C)=O)(OC(C)=O)OC(=O)C2C1=CC=CC=2)=O>ClCCl>[C:1]([NH:4][CH:5]1[C:9](=[O:10])[CH2:8][N:7]([C:11]([O:13][C:14]([CH3:17])([CH3:16])[CH3:15])=[O:12])[CH2:6]1)(=[O:3])[CH3:2]. The solvent is ClCCl (dichloromethane). Starting materials: Cl.NC(C(=O)O)C1=CC(=C(C=C1)O)CCl ((-)-α-amino-3-(chloromethyl)-4-hydroxybenzeneacetic acid hydrochloride), C(OCC)(=S)[S-] (carbonodithioic acid, O-ethyl ester), [K] (potassium). Solvent: O (water). Run at time 3 hour. Yields the product NC(C(=O)O)C1=CC(=C(C=C1)O)CSC(=S)OCC ((-)-α-Amino-3-[[(ethoxythioxomethyl)thio]methyl]-4-hydroxybenzeneacetic acid). Isolated yield 58.3%. As a reaction SMILES: Cl.[NH2:2][CH:3]([C:7]1[CH:12]=[CH:11][C:10]([OH:13])=[C:9]([CH2:14]Cl)[CH:8]=1)[C:4]([OH:6])=[O:5].[C:16]([S-:21])(=[S:20])[O:17][CH2:18][CH3:19].[K]>O>[NH2:2][CH:3]([C:7]1[CH:12]=[CH:11][C:10]([OH:13])=[C:9]([CH2:14][S:21][C:16]([O:17][CH2:18][CH3:19])=[S:20])[CH:8]=1)[C:4]([OH:6])=[O:5] |f:0.1,^1:21|. Procedure details: To a solution of (-)-α-amino-3-(chloromethyl)-4-hydroxybenzeneacetic acid hydrochloride (1 g, 0.004 mole) in 20 ml of water is added carbonodithioic acid, O-ethyl ester, potassium salt (1.26 g, 0.08 mole). Within a few minutes a precipitate begins to form. The mixture is stirred at room temperature for 3 hours. The solid precipitate is filtered, washed with water and dried to give 58.3% of the title compound. Reactants: C1CCOC1, COC(=O)c1cc2c([nH]1)C(Cc1cccc(OC)c1)CC2, CO, [Li+], [OH-]. The product is COc1cccc(CC2CCc3cc(C(=O)O)[nH]c32)c1. Reaction SMILES: [CH2:26]1[O:27][CH2:28][CH2:29][CH2:30]1.[CH3:1][O:2][c:3]1[cH:4][c:5]([CH2:6][CH:7]2[CH2:8][CH2:9][c:10]3[c:11]2[nH:12][c:13]([C:15](=[O:16])[O:17][CH3:18])[cH:14]3)[cH:19][cH:20][cH:21]1.[CH3:24][OH:25].[Li+:22].[OH-:23]>>[CH3:1][O:2][c:3]1[cH:4][c:5]([CH2:6][CH:7]2[CH2:8][CH2:9][c:10]3[c:11]2[nH:12][c:13]([C:15](=[O:16])[OH:17])[cH:14]3)[cH:19][cH:20][cH:21]1. Reactants: C(C)(C)(C)OC(N[C@@H]1C(NC[C@H](CC1)N=[N+]=[N-])=O)=O (((3S,6S)-6-azido-2-oxo-azepan-3-yl)-carbamic acid tert-butyl ester), C(C)(C)(C)OC(N[C@@H]1C(N(C[C@@H](CC1)OCCCCCCN=[N+]=[N-])C)=O)=O ([(3S,6R)-6-(6-azido-hexyloxy)-1-methyl-2-oxo-azepan-3-yl]-carbamic acid tert-butyl ester). Yields the product N[C@@H]1C(NC[C@H](CC1)N=[N+]=[N-])=O ((3S,6S)-3-amino-6-azido-azepan-2-one). Reaction SMILES: C(OC(=O)[NH:7][C@H:8]1[CH2:14][CH2:13][C@H:12]([N:15]=[N+:16]=[N-:17])[CH2:11][NH:10][C:9]1=[O:18])(C)(C)C.C(OC(=O)N[C@H]1CC[C@@H](OCCCCCCN=[N+]=[N-])CN(C)C1=O)(C)(C)C>>[NH2:7][C@H:8]1[CH2:14][CH2:13][C@H:12]([N:15]=[N+:16]=[N-:17])[CH2:11][NH:10][C:9]1=[O:18]. Reported procedure: Following the procedure of example 2d) ((3S,6S)-6-azido-2-oxo-azepan-3-yl)-carbamic acid tert-butyl ester is substituted for [(3S,6R)-6-(6-azido-hexyloxy)-1-methyl-2-oxo-azepan-3-yl]-carbamic acid tert-butyl ester to give (3S,6S)-3-amino-6-azido-azepan-2-one. MS (ESI) 170 (M+H)+ The reactants are CC(CO[Si](C)(C)C(C)(C)C)CN1C(=O)COc2cc(F)ccc21, CCCC[N+](CCCC)(CCCC)CCCC, CCCCCCC, CCOC(C)=O. Yields the product CC(CO)CN1C(=O)COc2cc(F)ccc21. Reaction SMILES: [C:1]([Si:2]([CH3:3])([CH3:4])[O:6][CH2:7][CH:8]([CH2:9][N:10]1[C:11](=[O:21])[CH2:12][O:13][c:14]2[c:15]1[cH:16][cH:17][c:18]([F:20])[cH:19]2)[CH3:22])([CH3:5])([CH3:23])[CH3:24].[CH3:25][CH2:26][CH2:27][CH2:28][N+:29]([CH2:30][CH2:31][CH2:32][CH3:33])([CH2:34][CH2:35][CH2:36][CH3:37])[CH2:38][CH2:39][CH2:40][CH3:41].[CH3:42][CH2:43][CH2:44][CH2:45][CH2:46][CH2:47][CH3:48].[CH3:49][CH2:50][O:51][C:52]([CH3:53])=[O:54]>>[OH:6][CH2:7][CH:8]([CH2:9][N:10]1[C:11](=[O:21])[CH2:12][O:13][c:14]2[c:15]1[cH:16][cH:17][c:18]([F:20])[cH:19]2)[CH3:22]. Reactants: C(C=C)OC=1C=C(C(=C2CCC(NC12)=O)O)CN1CCCCC1 (8-allyloxy-3,4-dihydro-5-hydroxy-6-(1-piperidinyl)methyl-2(1H)-quinolinone), Cl (hydrochloric acid). The solvent is C(C)O (ethanol). The product is Cl.C(C=C)OC=1C=C(C(=C2CCC(NC12)=O)O)CN1CCCCC1 (8-allyloxy-3,4-dihydro-5-hydroxy-6-(1-piperidinyl)methyl-2(1H)-quinolinone hydrochloride). Reaction SMILES: [CH2:1]([O:4][C:5]1[CH:6]=[C:7]([CH2:17][N:18]2[CH2:23][CH2:22][CH2:21][CH2:20][CH2:19]2)[C:8]([OH:16])=[C:9]2[C:14]=1[NH:13][C:12](=[O:15])[CH2:11][CH2:10]2)[CH:2]=[CH2:3].[ClH:24]>C(O)C>[ClH:24].[CH2:1]([O:4][C:5]1[CH:6]=[C:7]([CH2:17][N:18]2[CH2:23][CH2:22][CH2:21][CH2:20][CH2:19]2)[C:8]([OH:16])=[C:9]2[C:14]=1[NH:13][C:12](=[O:15])[CH2:11][CH2:10]2)[CH:2]=[CH2:3] |f:3.4|. Procedure: 61 Grams of 8-allyloxy-3,4-dihydro-5-hydroxy-6-(1-piperidinyl)methyl-2(1H)-quinolinone was suspended in 50% ethanol aqueous solution, the suspension was acidified by adding a concentrated hydrochloric acid, then crystals were precipitated immediately. Allowed to stand for a while, the crystals precipitated were collected by filtration, washed with ice-cooled ethanol and dried. The dried crystals were recrystallized from ethanol, there was obtained 40 g of 8-allyloxy-3,4-dihydro-5-hydroxy-6-(1-pi... The reactants are ClC1=CC=C(C=C1)N1CCN(CC1)CCCC1=CNC=2CCCCC12 (3-(3-(4-(4-chlorophenyl)piperazin-1-yl)propyl)-4,5,6,7-tetrahydroindole), C([O-])([O-])=O.[K+].[K+] (potassium carbonate), CI (methyl iodide). The solvent is CN(C=O)C (dimethylformamide). Product: ClC1=CC=C(C=C1)N1CCN(CC1)CCCC1=CN(C=2CCCCC12)C (3-(3-(4-(4-chlorophenyl)piperazin-1-yl)propyl)-4,5,6,7-tetrahydro-1-methylindole). As a reaction SMILES: [Cl:1][C:2]1[CH:7]=[CH:6][C:5]([N:8]2[CH2:13][CH2:12][N:11]([CH2:14][CH2:15][CH2:16][C:17]3[C:25]4[CH2:24][CH2:23][CH2:22][CH2:21][C:20]=4[NH:19][CH:18]=3)[CH2:10][CH2:9]2)=[CH:4][CH:3]=1.[C:26](=O)([O-])[O-].[K+].[K+].CI>CN(C)C=O>[Cl:1][C:2]1[CH:7]=[CH:6][C:5]([N:8]2[CH2:13][CH2:12][N:11]([CH2:14][CH2:15][CH2:16][C:17]3[C:25]4[CH2:24][CH2:23][CH2:22][CH2:21][C:20]=4[N:19]([CH3:26])[CH:18]=3)[CH2:10][CH2:9]2)=[CH:4][CH:3]=1 |f:1.2.3|. Procedure details: 3-(3-(4-(4-Chlorophenyl)piperazin-1-yl)propyl)-4,5,6,7-tetrahydroindole (0.5 g) obtained in Example 161 and potassium carbonate (0.6 g) were dissolved in dimethylformamide (10 ml) and methyl iodide (0.3 g) was added under ice-cooling with stirring. The reaction mixture was stirred at room temperature for 2 hours and the solvent was evaporated under reduced pressure. Chloroform and an aqueous potassium carbonate solution were added and the chloroform layer was separated. The layer was dried over ... Starting materials: CCOC(=O)COc1cccc(CBr)c1, O=C([O-])[O-], CCOC(C)=O, [K+], [K+], CN(C)C=O, OC1CNC(c2nc(-c3ccccc3)c(-c3ccccc3)o2)C1. The product is CCOC(=O)COc1cccc(CN2CC(O)CC2c2nc(-c3ccccc3)c(-c3ccccc3)o2)c1. As a reaction SMILES: [Br:30][CH2:31][c:32]1[cH:33][c:34]([O:35][CH2:36][C:37](=[O:38])[O:39][CH2:40][CH3:41])[cH:42][cH:43][cH:44]1.[C:24](=[O:25])([O-:26])[O-:27].[CH3:50][CH2:51][O:52][C:53]([CH3:54])=[O:55].[K+:28].[K+:29].[O:45]=[CH:46][N:47]([CH3:48])[CH3:49].[c:1]1(-[c:7]2[n:8][c:9]([CH:18]3[NH:19][CH2:20][CH:21]([OH:23])[CH2:22]3)[o:10][c:11]2-[c:12]2[cH:13][cH:14][cH:15][cH:16][cH:17]2)[cH:2][cH:3][cH:4][cH:5][cH:6]1>>[c:1]1(-[c:7]2[n:8][c:9]([CH:18]3[N:19]([CH2:31][c:32]4[cH:33][c:34]([O:35][CH2:36][C:37](=[O:38])[O:39][CH2:40][CH3:41])[cH:42][cH:43][cH:44]4)[CH2:20][CH:21]([OH:23])[CH2:22]3)[o:10][c:11]2-[c:12]2[cH:13][cH:14][cH:15][cH:16][cH:17]2)[cH:2][cH:3][cH:4][cH:5][cH:6]1.